describe an organic reaction: reactants, conditions, products, and yield From a dataset of the Open Reaction Database (ORD), a public repository of structured organic reaction records. The reactants are ClC1=NN2C(C(=CC=C2)C2=C(C=CC(=C2)C(F)(F)F)OCC)=N1 (2-chloro-8-(2-ethoxy-5-trifluoromethyl-phenyl)-[1,2,4]triazolo[1,5-a]pyridine), C(C)(C)(C)OC(=O)N1CCC2=C(CC1)C=CC(=C2)N (7-amino-1,2,4,5-tetrahydro-3-benzazepine-3-carboxylic acid tert-butyl ester). Product: C(C)(C)(C)OC(=O)N1CCC2=C(CC1)C=CC(=C2)NC2=NN1C(C(=CC=C1)C1=C(C=CC(=C1)C(F)(F)F)OCC)=N2 (7-[8-(2-Ethoxy-5-trifluoromethyl-phenyl)-[1,2,4]triazolo[1,5-a]pyridin-2-ylamino]-1,2,4,5-tetrahydro-3-benzazepine-3-carboxylic acid tert-butyl ester), product. Yield: 99.0%. As a reaction SMILES: Cl[C:2]1[N:23]=[C:5]2[C:6]([C:10]3[CH:15]=[C:14]([C:16]([F:19])([F:18])[F:17])[CH:13]=[CH:12][C:11]=3[O:20][CH2:21][CH3:22])=[CH:7][CH:8]=[CH:9][N:4]2[N:3]=1.[C:24]([O:28][C:29]([N:31]1[CH2:37][CH2:36][C:35]2[CH:38]=[CH:39][C:40]([NH2:42])=[CH:41][C:34]=2[CH2:33][CH2:32]1)=[O:30])([CH3:27])([CH3:26])[CH3:25]>>[C:24]([O:28][C:29]([N:31]1[CH2:37][CH2:36][C:35]2[CH:38]=[CH:39][C:40]([NH:42][C:2]3[N:23]=[C:5]4[C:6]([C:10]5[CH:15]=[C:14]([C:16]([F:19])([F:18])[F:17])[CH:13]=[CH:12][C:11]=5[O:20][CH2:21][CH3:22])=[CH:7][CH:8]=[CH:9][N:4]4[N:3]=3)=[CH:41][C:34]=2[CH2:33][CH2:32]1)=[O:30])([CH3:27])([CH3:25])[CH3:26]. Reported procedure: 7-[8-(2-Ethoxy-5-trifluoromethyl-phenyl)-[1,2,4]triazolo[1,5-a]pyridin-2-ylamino]-1,2,4,5-tetrahydro-3-benzazepine-3-carboxylic acid tert-butyl ester was prepared from 2-chloro-8-(2-ethoxy-5-trifluoromethyl-phenyl)-[1,2,4]triazolo[1,5-a]pyridine (0.640 g, 1.87 mmol) and 7-amino-1,2,4,5-tetrahydro-3-benzazepine-3-carboxylic acid tert-butyl ester (0.590 g, 2.25 mmol) in a manner analogous to Example 311b to give product (1.06 g, 99%). 1H NMR (400 MHz, (D3C)2SO, δ, ppm): 9.55 (s, 1H), 8.78 (d, 1H),... Starting materials: N#N.O=O (nitrogen oxygen), C(C(=C)C)(=O)OCCO (HEMA), C(C)(C)(C)C1=C(C(=CC(=C1)C)C)O (2-tert-butyl-4,6-dimethylphenol), O=O (oxygen), [N-]=C=O (isocyanate). Reaction conditions: time 1 hour. Yields the product C(C(=C)C)(=O)O.NC(=O)OCC (Urethane Methacrylate). Reaction SMILES: N#N.O=O.O=O.[N-:7]=[C:8]=[O:9].[C:10]([O:15]CCO)(=[O:14])[C:11]([CH3:13])=[CH2:12].C([C:23]1C=C(C)C=C(C)[C:24]=1[OH:31])(C)(C)C>>[C:10]([OH:15])(=[O:14])[C:11]([CH3:13])=[CH2:12].[NH2:7][C:8]([O:31][CH2:24][CH3:23])=[O:9] |f:0.1,6.7|. Procedure: 0.2 mol of ®Voranol CP 6055 (DOW), 0.4 mol of hydroxyethyl methacrylate (HEMA), 500 ppm of 2,6-di-tert-butyl-4-methyl-phenol, based on the predicted amount of the final product, 0.46 mol of IPDI (isophorone diisocyanate) and 2*10−3 mol of dibutyltin dilaurate (DBTDL) are used as initial charge in a round-bottomed flask with reflux condenser, thermometer, stirrer, and dropping funnel, and are stirred at room temperature for one hour. The temperature of the mixture is then raised continuously to 8...